describe an organic reaction: reactants, conditions, products, and yield From a dataset of the Open Reaction Database (ORD), a public repository of structured organic reaction records. The reactants are [Li] (lithium), N1=CC(=CC=C1)CC1=CC=C(C#N)C=C1 (4-(3-pyridylmethyl)-benzonitrile), ClCCCCI (1-chloro-4-iodobutane). The product is C(#N)C1=CC=C(C=C1)C1(CCCC1)C=1C=NC=CC1 (1-(4-cyanophenyl)-1-(3-pyridyl)-cyclopentane). As a reaction SMILES: [Li].[N:2]1[CH:7]=[CH:6][CH:5]=[C:4]([CH2:8][C:9]2[CH:16]=[CH:15][C:12]([C:13]#[N:14])=[CH:11][CH:10]=2)[CH:3]=1.Cl[CH2:18][CH2:19][CH2:20][CH2:21]I>>[C:13]([C:12]1[CH:15]=[CH:16][C:9]([C:8]2([C:4]3[CH:3]=[N:2][CH:7]=[CH:6][CH:5]=3)[CH2:21][CH2:20][CH2:19][CH2:18]2)=[CH:10][CH:11]=1)#[N:14] |^1:0|. Procedure: Using procedure described in Example 36, the lithium salt of 4-(3-pyridylmethyl)-benzonitrile is treated with 1-chloro-4-iodobutane and the intermediate cyclized to obtain 1-(4-cyanophenyl)-1-(3-pyridyl)-cyclopentane.